This data is from the Open Reaction Database (ORD), a public repository of structured organic reaction records. The task is: describe an organic reaction: reactants, conditions, products, and yield Starting materials: C(C)(C)OC(C)C (Diisopropyl ether), C(C)(C)(C)OC(=O)NCCNC(=O)C1=CC=CC=2C=C(CCOC21)C(=O)NC(=N)N ({2,3-dihydro-9-[2-(tert-butoxycarbonylamino)ethylaminocarbonyl]-1-benzoxepin-4-carbonyl}guanidine), Cl (hydrogen chloride). Run in O1CCOCC1 (1,4-dioxane), O1CCOCC1 (1,4-dioxane). Conditions: time 18 hour. The product is Cl.Cl.NCCNC(=O)C1=CC=CC=2C=C(CCOC21)C(=O)NC(=N)N ([2,3-dihydro-9-(2-aminoethylaminocarbonyl)-1-benzoxepin-4-carbonyl]guanidine dihydrochloride). Reaction SMILES: C(OC([NH:8][CH2:9][CH2:10][NH:11][C:12]([C:14]1[C:24]2[O:23][CH2:22][CH2:21][C:20]([C:25]([NH:27][C:28]([NH2:30])=[NH:29])=[O:26])=[CH:19][C:18]=2[CH:17]=[CH:16][CH:15]=1)=[O:13])=O)(C)(C)C.[ClH:31].C(OC(C)C)(C)C>O1CCOCC1>[ClH:31].[ClH:31].[NH2:8][CH2:9][CH2:10][NH:11][C:12]([C:14]1[C:24]2[O:23][CH2:22][CH2:21][C:20]([C:25]([NH:27][C:28]([NH2:30])=[NH:29])=[O:26])=[CH:19][C:18]=2[CH:17]=[CH:16][CH:15]=1)=[O:13] |f:4.5.6|. Procedure: To a solution of {2,3-dihydro-9-[2-(tert-butoxycarbonylamino)ethylaminocarbonyl]-1-benzoxepin-4-carbonyl}guanidine (0.8 g) in 1,4-dioxane (8 ml) was added 4N hydrogen chloride in 1,4-dioxane (8 ml) at ambient temperature and the mixture was stirred at the same temperature for 18 hours. Diisopropyl ether (10 ml) was added to the mixture and the precipitate was collected by filtration. The precipitate was recrystallized from a mixture of methanol and diisopropyl ether to give [2,3-dihydro-9-(2-ami... Reactants: O=C1OCc2ccccc21, C[Al](C)C, CS(=O)(=O)Cl, Cc1ccc2c(N3CCN(CCc4cccc(N)c4)CC3)cccc2n1, CCN(C(C)C)C(C)C, ClCCl. Yields the product Cc1ccc2c(N3CCN(CCc4cccc(N5Cc6ccccc6C5=O)c4)CC3)cccc2n1. RXN SMILES: [C:31]1(=[O:32])[O:33][CH2:34][c:35]2[cH:36][cH:37][cH:38][cH:39][c:40]21.[CH3:1][Al:2]([CH3:3])[CH3:4].[CH3:50][S:51](=[O:52])(=[O:53])[Cl:54].[CH3:5][c:6]1[n:7][c:8]2[cH:9][cH:10][cH:11][c:12]([N:16]3[CH2:17][CH2:18][N:19]([CH2:22][CH2:23][c:24]4[cH:25][c:26]([NH2:27])[cH:28][cH:29][cH:30]4)[CH2:20][CH2:21]3)[c:13]2[cH:14][cH:15]1.[CH:41]([N:42]([CH2:43][CH3:44])[CH:45]([CH3:46])[CH3:47])([CH3:48])[CH3:49].[Cl:55][CH2:56][Cl:57]>>[CH3:5][c:6]1[n:7][c:8]2[cH:9][cH:10][cH:11][c:12]([N:16]3[CH2:17][CH2:18][N:19]([CH2:22][CH2:23][c:24]4[cH:25][c:26]([N:27]5[C:31](=[O:32])[c:40]6[c:35]([cH:36][cH:37][cH:38][cH:39]6)[CH2:34]5)[cH:28][cH:29][cH:30]4)[CH2:20][CH2:21]3)[c:13]2[cH:14][cH:15]1.